From a dataset of the Open Reaction Database (ORD), a public repository of structured organic reaction records. describe an organic reaction: reactants, conditions, products, and yield The reactants are C(C1=CC=CC=C1)(C1=CC=CC=C1)OCCN1CCN(CC1)CCN1C(C=2C(C1=O)=CC=CC2)=O (1-[2-(benzhydryloxy)ethyl]-4-[2-(phthalimido)ethyl]piperazine), O1CCCC1 (tetrahydrofuran), Na2S.9H2O. Solvent: O (water). Yields the product C(C1=CC=CC=C1)(C1=CC=CC=C1)OCCN1CCN(CC1)CCNC(C1=C(C=CC=C1)C(=O)O)=O (1-[2-(Benzhydryloxy)ethyl]-4-[(2-carboxybenzamido)ethyl]piperazine). RXN SMILES: [CH:1]([O:14][CH2:15][CH2:16][N:17]1[CH2:22][CH2:21][N:20]([CH2:23][CH2:24][N:25]2[C:29](=[O:30])[C:28]3=[CH:31][CH:32]=[CH:33][CH:34]=[C:27]3[C:26]2=[O:35])[CH2:19][CH2:18]1)([C:8]1[CH:13]=[CH:12][CH:11]=[CH:10][CH:9]=1)[C:2]1[CH:7]=[CH:6][CH:5]=[CH:4][CH:3]=1.[O:36]1CCCC1>O>[CH:1]([O:14][CH2:15][CH2:16][N:17]1[CH2:22][CH2:21][N:20]([CH2:23][CH2:24][NH:25][C:26](=[O:35])[C:27]2[CH:34]=[CH:33][CH:32]=[CH:31][C:28]=2[C:29]([OH:36])=[O:30])[CH2:19][CH2:18]1)([C:8]1[CH:13]=[CH:12][CH:11]=[CH:10][CH:9]=1)[C:2]1[CH:7]=[CH:6][CH:5]=[CH:4][CH:3]=1. Reported procedure: 20 g of 1-[2-(benzhydryloxy)ethyl]-4-[2-(phthalimido)ethyl]piperazine and 200 ml of tetrahydrofuran were placed in a reactor. A solution of 20.4 g of Na2S.9H2O in 80 ml of water was added dropwise at 0° C. After decantation, the solvents were evaporated off. The solid was taken up in 50 ml of water and 100 ml of methylene chloride. After the solution had cooled, the pH was adjusted to 3.7 and extraction was carried out with 2 times 50 ml of methylene chloride. After drying, the solvents were eva... Starting materials: CC=1N=C(SC1C1=NC=2C(CCCC2C=C1)=O)C=1C=NC=CC1 (2-[4-methyl-2-(3-pyridyl)thiazol-5-yl]-6,7-dihydro-5H-quinolin-8-one), Cl.NNC(OC)=O (methyl N-aminocarbamate hydrochloride). The reagents and catalysts are C(C)(=O)O (acetic acid). Solvent: CO (methanol), C(C)(=O)OCC (ethyl acetate). Conditions: temperature 75 celsius, time 1 hour. The product is CC=1N=C(SC1C1=NC=2\C(\CCCC2C=C1)=N\NC(OC)=O)C=1C=NC=CC1 (Methyl N-[(E)-[2-[4-methyl-2-(3-pyridyl)thiazol-5-yl]-6,7-dihydro-5H-quinolin-8-ylidene]amino]carbamate). Yield: 79.3%. Reaction SMILES: [CH3:1][C:2]1[N:3]=[C:4]([C:18]2[CH:19]=[N:20][CH:21]=[CH:22][CH:23]=2)[S:5][C:6]=1[C:7]1[CH:16]=[CH:15][C:14]2[CH2:13][CH2:12][CH2:11][C:10](=O)[C:9]=2[N:8]=1.Cl.[NH2:25][NH:26][C:27](=[O:30])[O:28][CH3:29]>C(O)(=O)C.CO.C(OCC)(=O)C>[CH3:1][C:2]1[N:3]=[C:4]([C:18]2[CH:19]=[N:20][CH:21]=[CH:22][CH:23]=2)[S:5][C:6]=1[C:7]1[CH:16]=[CH:15][C:14]2[CH2:13][CH2:12][CH2:11]/[C:10](=[N:25]\[NH:26][C:27](=[O:30])[O:28][CH3:29])/[C:9]=2[N:8]=1 |f:1.2|. Reported procedure: A solution of 2-[4-methyl-2-(3-pyridyl)thiazol-5-yl]-6,7-dihydro-5H-quinolin-8-one (0.030 g, 0.093 mmol), methyl N-aminocarbamate hydrochloride (0.018 g, 014 mmol)) and acetic acid (1drop) were dissolved in methanol (0.9 mL) at ambient temperature and the resulting orange solution was stirred at 75° C. for 1 hour: LC-MS after this time showed reaction completion. The mixture was diluted with ethyl acetate, and then washed successively with saturated aqueous NaHCO3 and then water. The organic pha...